This data is from the Open Reaction Database (ORD), a public repository of structured organic reaction records. The task is: describe an organic reaction: reactants, conditions, products, and yield Starting materials: CC1(C(C1C=C(C(F)(F)F)OC)C(=O)O)C (2,2-dimethyl-3-(3,3,3-trifluoro-2-methoxy-prop-1-enyl)-cyclopropanecarboxylic acid), S(=O)(Cl)Cl (thionyl chloride). Solvent: C(Cl)(Cl)(Cl)Cl (carbon tetrachloride). Yields the product CC1(C(C1C=C(C(F)(F)F)OC)C(=O)Cl)C (2,2-dimethyl-3-(3,3,3-trifluoro-2-methoxy-prop-1-enyl)-cyclopropanecarboxylic acid chloride). Yield: 64.0%. Reaction SMILES: [CH3:1][C:2]1([CH3:16])[CH:4]([CH:5]=[C:6]([O:11][CH3:12])[C:7]([F:10])([F:9])[F:8])[CH:3]1[C:13](O)=[O:14].S(Cl)([Cl:19])=O>C(Cl)(Cl)(Cl)Cl>[CH3:1][C:2]1([CH3:16])[CH:4]([CH:5]=[C:6]([O:11][CH3:12])[C:7]([F:10])([F:9])[F:8])[CH:3]1[C:13]([Cl:19])=[O:14]. Procedure: 8.7 g (0.0365 mol) of 2,2-dimethyl-3-(3,3,3-trifluoro-2-methoxy-prop-1-enyl)-cyclopropanecarboxylic acid were dissolved in 100 ml of carbon tetrachloride, and 21 g of thionyl chloride were slowly added dropwise at 60° C., while stirring. The mixture was then heated to the reflux temperature for 4 hours. After this reaction time, excess thionyl chloride and carbon tetrachloride were distilled off under a waterpump vacuum. The residue was distilled in vacuo. 6 g (64.2% of theory) of 2,2-dimethyl-3... The reactants are C(C)(C)(C)OC(=O)NC1=NC=CC(=C1)C=1C(=NN(C1)C=1C=CC=2N(N1)C=NN2)C2=CC(=CC=C2)C(F)(F)F (4-(2-t-butoxycarbonylaminopyridin-4-yl)-1-([1,2,4]triazolo[4,3-b]pyridazin-6-yl)-3-(3-trifluoromethylphenyl)-1H-pyrazole), C(C)(C)(C)OC(=O)NC1=NC=CC(=C1)C=1C(=NN(C1)C=1C=CC=2N(N1)C=NN2)C2=CC=CC=C2 (4-(2-t-butoxycarbonylaminopyridin-4-yl)-3-phenyl-1-([1,2,4]triazolo[4,3-b]-pyridazin-6-yl)-1H-pyrazole). Product: NC1=NC=CC(=C1)C=1C(=NN(C1)C=1C=CC=2N(N1)C=NN2)C2=CC(=CC=C2)C(F)(F)F (4-(2-Aminopyridin-4-yl)-1-([1,2,4]triazolo[4,3-b]-pyridazin-6-yl)-3-(3-trifluoromethylphenyl)-1H-pyrazole). The yield is 65.8%. Reaction SMILES: C(OC([NH:8][C:9]1[CH:14]=[C:13]([C:15]2[C:16]([C:29]3[CH:34]=[CH:33][CH:32]=[C:31]([C:35]([F:38])([F:37])[F:36])[CH:30]=3)=[N:17][N:18]([C:20]3[CH:21]=[CH:22][C:23]4[N:24]([CH:26]=[N:27][N:28]=4)[N:25]=3)[CH:19]=2)[CH:12]=[CH:11][N:10]=1)=O)(C)(C)C.C(OC(NC1C=C(C2C(C3C=CC=CC=3)=NN(C3C=CC4N(C=NN=4)N=3)C=2)C=CN=1)=O)(C)(C)C>>[NH2:8][C:9]1[CH:14]=[C:13]([C:15]2[C:16]([C:29]3[CH:34]=[CH:33][CH:32]=[C:31]([C:35]([F:38])([F:37])[F:36])[CH:30]=3)=[N:17][N:18]([C:20]3[CH:21]=[CH:22][C:23]4[N:24]([CH:26]=[N:27][N:28]=4)[N:25]=3)[CH:19]=2)[CH:12]=[CH:11][N:10]=1. Reported procedure: The reaction was carried out in the same manner as in Example 37-2) except for using 2.35 g (4.50 mmol) of 4-(2-t-butoxycarbonylaminopyridin-4-yl)-1-([1,2,4]triazolo[4,3-b]pyridazin-6-yl)-3-(3-trifluoromethylphenyl)-1H-pyrazole obtained in Example 41-1) in place of 4-(2-t-butoxycarbonylaminopyridin-4-yl)-3-phenyl-1-([1,2,4]triazolo[4,3-b]-pyridazin-6-yl)-1H-pyrazole to obtain 1.25 g of the title compound as a white powder. (Yield: 66%) Reactants: C=1(C(O)=CC=C(C=CC)C1)OC (isoeugenol), C([O-])([O-])=O.[K+].[K+] (potassium carbonate), CC(=O)C (acetone). Yields the product C(C=C)OC1=CC=C(C=C1)C=CCOC (4-allyloxy-3-methoxypropenylbenzene). As a reaction SMILES: [C:1]1(OC)[C:2](=[CH:4][CH:5]=[C:6]([CH:10]=1)[CH:7]=[CH:8][CH3:9])[OH:3].[C:13](=[O:16])([O-])[O-].[K+].[K+].[CH3:19][C:20]([CH3:22])=O>>[CH2:22]([O:3][C:2]1[CH:1]=[CH:10][C:6]([CH:7]=[CH:8][CH2:9][O:16][CH3:13])=[CH:5][CH:4]=1)[CH:20]=[CH2:19] |f:1.2.3|. Reported procedure: 4-allyloxy-3-methoxypropenylbenzene was prepared by refluxing a stirred mixture of isoeugenol (164 g),allybromide (133 g) and potassium carbonate (278 g) in dry acetone (700 mls) for 18 hours. Removal of the solids and solvent gave a crude product 208 g which was vacuum distilled to yield 130 g of pure 4-allyloxy-3-methoxy-prop-1-enylbenzene (b.p.. 104-118° C. at 0.1 imbar). Reactants: C(N)(=O)C1(CC1)NC(C1=CC(=CC=C1)[N+](=O)[O-])=O (N-(1-carbamoylcyclopropyl)-3-nitrobenzamide). The reagents and catalysts are [Pd] (Pd—C). Solvent: CO (methanol). Run at time 2 hour. The product is NC=1C=C(C(=O)NC2(CC2)C(N)=O)C=CC1 (3-Amino-N-(1-carbamoylcyclopropyl)benzamide). Isolated yield 81.2%. Reaction SMILES: [C:1]([C:4]1([NH:7][C:8](=[O:18])[C:9]2[CH:14]=[CH:13][CH:12]=[C:11]([N+:15]([O-])=O)[CH:10]=2)[CH2:6][CH2:5]1)(=[O:3])[NH2:2]>CO.[Pd]>[NH2:15][C:11]1[CH:10]=[C:9]([CH:14]=[CH:13][CH:12]=1)[C:8]([NH:7][C:4]1([C:1](=[O:3])[NH2:2])[CH2:6][CH2:5]1)=[O:18]. Reported procedure: To the suspension of N-(1-carbamoylcyclopropyl)-3-nitrobenzamide (0.28 g, 1.123 mmol) in methanol (5 ml), Pd—C (0.05 g) was added under nitrogen and stirred the reaction mixture under hydrogen atmosphere at room temperature. After 2 hr, reaction mixture was filtered and concentrated under vacuum to afford solid compound (0.2 g, 81%). Reactants: BrC1=C(C(O)=C(C=C1)OC)O (3-Bromo-6-methoxycatechol), C1(=CC=CC=C1)C(Cl)(Cl)C1=CC=CC=C1 (diphenyl-dichloromethane), C([O-])(O)=O.[Na+] (sodium bicarbonate). The product is BrC1=CC=C(C=2OC(OC21)(C2=CC=CC=C2)C2=CC=CC=C2)OC (4-Bromo-7-methoxy-2,2-diphenyl-1,3-benzodioxole). As a reaction SMILES: [Br:1][C:2]1[CH:8]=[CH:7][C:6]([O:9][CH3:10])=[C:4]([OH:5])[C:3]=1[OH:11].[C:12]1([C:18]([C:21]2[CH:26]=[CH:25][CH:24]=[CH:23][CH:22]=2)(Cl)Cl)[CH:17]=[CH:16][CH:15]=[CH:14][CH:13]=1.C(=O)(O)[O-].[Na+]>>[Br:1][C:2]1[C:3]2[O:11][C:18]([C:12]3[CH:17]=[CH:16][CH:15]=[CH:14][CH:13]=3)([C:21]3[CH:26]=[CH:25][CH:24]=[CH:23][CH:22]=3)[O:5][C:4]=2[C:6]([O:9][CH3:10])=[CH:7][CH:8]=1 |f:2.3|. Reported procedure: 3-Bromo-6-methoxycatechol (3.87 g) and diphenyl-dichloromethane (4.61 g) were heated at 170° C. with stirring without a solvent. After being allowed to stand for cooling, a saturated aqueous solution of sodium bicarbonate was added to the mixture, followed by extraction with ether. The organic layer was washed with a saturated saline and dried over anhydrous magnesium sulfate, and the solvent was distilled off under reduced pressure. The residue was triturated with methanol to give Compound IIbl...